Dataset: the Open Reaction Database (ORD), a public repository of structured organic reaction records. Task: describe an organic reaction: reactants, conditions, products, and yield The reactants are C1(=CC=CC=C1)P(C1=CC=CC=2C(C3=CC=CC(=C3OC12)P(C1=CC=CC=C1)C1=CC=CC=C1)(C)C)C1=CC=CC=C1 (4,5-bis(diphenylphosphino)-9,9-dimethylxanthene), CCN(C(C)C)C(C)C (DIPEA), ClC1=C(CS)C=CC(=C1)Cl (2,4-dichlorobenzyl mercaptan), C(C)OC(CC1=CSC2=C1C=CC(=C2)OS(=O)(=O)C(F)(F)F)=O (ethyl(6-(((trifluoromethyl)sulfonyl)oxy)-1-benzothiophen-3-yl)acetate). The reagents and catalysts are C=1C=CC(=CC1)/C=C/C(=O)/C=C/C2=CC=CC=C2.C=1C=CC(=CC1)/C=C/C(=O)/C=C/C2=CC=CC=C2.C=1C=CC(=CC1)/C=C/C(=O)/C=C/C2=CC=CC=C2.[Pd].[Pd] (tris(dibenzylideneacetone)dipalladium(0)). Solvent: C1(=CC=CC=C1)C (toluene), O (water). The product is C(C)OC(CC1=CSC2=C1C=CC(=C2)SCC2=C(C=C(C=C2)Cl)Cl)=O (Ethyl(6-((2,4-dichlorobenzyl)sulfanyl)-1-benzothiophen-3-yl)acetate). As a reaction SMILES: C1(P(C2C=CC=CC=2)C2C3OC4C(=CC=CC=4P(C4C=CC=CC=4)C4C=CC=CC=4)C(C)(C)C=3C=CC=2)C=CC=CC=1.CCN(C(C)C)C(C)C.[Cl:52][C:53]1[CH:60]=[C:59]([Cl:61])[CH:58]=[CH:57][C:54]=1[CH2:55][SH:56].[CH2:62]([O:64][C:65](=[O:84])[CH2:66][C:67]1[C:71]2[CH:72]=[CH:73][C:74](OS(C(F)(F)F)(=O)=O)=[CH:75][C:70]=2[S:69][CH:68]=1)[CH3:63]>C1(C)C=CC=CC=1.C1C=CC(/C=C/C(/C=C/C2C=CC=CC=2)=O)=CC=1.C1C=CC(/C=C/C(/C=C/C2C=CC=CC=2)=O)=CC=1.C1C=CC(/C=C/C(/C=C/C2C=CC=CC=2)=O)=CC=1.[Pd].[Pd].O>[CH2:62]([O:64][C:65](=[O:84])[CH2:66][C:67]1[C:71]2[CH:72]=[CH:73][C:74]([S:56][CH2:55][C:54]3[CH:57]=[CH:58][C:59]([Cl:61])=[CH:60][C:53]=3[Cl:52])=[CH:75][C:70]=2[S:69][CH:68]=1)[CH3:63] |f:5.6.7.8.9|. Reported procedure: To a solution of 4,5-bis(diphenylphosphino)-9,9-dimethylxanthene (15.71 mg), DIPEA (0.187 ml), 2,4-dichlorobenzyl mercaptan (0.085 mL) and ethyl(6-(((trifluoromethyl)sulfonyl)oxy)-1-benzothiophen-3-yl)acetate (200 mg) in toluene (6 mL) was added tris(dibenzylideneacetone)dipalladium(0) (24.86 mg) at room temperature. The mixture was refluxed 1.5 h. After cooling, water was poured into mixture, and the mixture was extracted with EtOAc. The organic layer was washed with brine, dried over Na2SO4 an... Reactants: [OH-].[Na+] (Sodium hydroxide), C1(CCCCC1)C=1C=2C=CC(=CC2N2C1C1=C(CC(C2)(F)C(=O)OC)C=CC=C1)C(=O)OC (methyl (±)-13-cyclohexyl-6,7-dihydro-6-carbomethoxy-6-fluoro-5H-indolo[2,1-a][2]benzazepine-10-carboxylate), Cl (hydrochloric acid). Run in CO (methanol), O1CCCC1 (tetrahydrofuran). Conditions: temperature 65 celsius. The product is C1(CCCCC1)C=1C=2C=CC(=CC2N2C1C1=C(CC(C2)(F)C(=O)O)C=CC=C1)C(=O)OC (Methyl (±)-13-cyclohexyl-6,7-dihydro-6-carboxy-6-fluoro-5H-indolo[2,1-a][2]benzazepine-10-carboxylate). Yield: 85.0%. As a reaction SMILES: [OH-].[Na+].[CH:3]1([C:9]2[C:10]3[CH:11]=[CH:12][C:13]([C:32]([O:34][CH3:35])=[O:33])=[CH:14][C:15]=3[N:16]3[CH2:22][C:21]([C:24]([O:26]C)=[O:25])([F:23])[CH2:20][C:19]4[CH:28]=[CH:29][CH:30]=[CH:31][C:18]=4[C:17]=23)[CH2:8][CH2:7][CH2:6][CH2:5][CH2:4]1.Cl>CO.O1CCCC1>[CH:3]1([C:9]2[C:10]3[CH:11]=[CH:12][C:13]([C:32]([O:34][CH3:35])=[O:33])=[CH:14][C:15]=3[N:16]3[CH2:22][C:21]([C:24]([OH:26])=[O:25])([F:23])[CH2:20][C:19]4[CH:28]=[CH:29][CH:30]=[CH:31][C:18]=4[C:17]=23)[CH2:4][CH2:5][CH2:6][CH2:7][CH2:8]1 |f:0.1|. Reported procedure: Sodium hydroxide (50 μL of 1N, 0.05 mmol) was added to a solution of methyl (±)-13-cyclohexyl-6,7-dihydro-6-carbomethoxy-6-fluoro-5H-indolo[2,1-a][2]benzazepine-10-carboxylate (12.0 mg, 0.027 mmol) in methanol (0.5 mL) and tetrahydrofuran (0.5 mL) in a microwave vial. The vial was sealed and the contents heated at 65° C. for 20 min in a microwave apparatus. The solution was acidified with dilute hydrochloric acid to precipitate the crude acid. The solid was collected and was purified on the Shim...